From a dataset of the Open Reaction Database (ORD), a public repository of structured organic reaction records. describe an organic reaction: reactants, conditions, products, and yield Reactants: C=CCOC(=O)N1CC=C(C(=O)OC(C)(C)C)CC1C, CO, C[Si](C)(C)C=[N+]=[N-], CCCCCC, CO, CCOC(C)=O, Cc1ccccc1, [Cl-], Cl, Cl, [Na+]. The product is C=CCOC(=O)N1CC=C(C(=O)OC)CC1C. Reaction SMILES: [CH3:1][CH:2]1[N:3]([C:15](=[O:16])[O:17][CH2:18][CH:19]=[CH2:20])[CH2:4][CH:5]=[C:6]([C:8](=[O:9])[O:10][C:11]([CH3:12])([CH3:13])[CH3:14])[CH2:7]1.[CH3:21][OH:22].[CH3:24][Si:25]([CH:26]=[N+:27]=[N-:28])([CH3:29])[CH3:30].[CH3:31][CH2:32][CH2:33][CH2:34][CH2:35][CH3:36].[CH3:40][OH:41].[CH3:42][CH2:43][O:44][C:45](=[O:46])[CH3:47].[CH3:48][c:49]1[cH:50][cH:51][cH:52][cH:53][cH:54]1.[Cl-:39].[ClH:23].[ClH:37].[Na+:38]>>[CH3:1][CH:2]1[N:3]([C:15](=[O:16])[O:17][CH2:18][CH:19]=[CH2:20])[CH2:4][CH:5]=[C:6]([C:8](=[O:9])[O:10][CH3:11])[CH2:7]1. Reactants: O=C([O-])[O-], COC(=O)c1ccc(C2=NOC(c3cc(Cl)cc(Cl)c3)(C(F)(F)F)C2)cc1Br, [K+], [K+], C1CCOC1, O, OB(O)Oc1ccccc1. Yields the product COC(=O)c1ccc(C2=NOC(c3cc(Cl)cc(Cl)c3)(C(F)(F)F)C2)cc1-c1ccccc1. As a reaction SMILES: [C:39](=[O:40])([O-:41])[O-:42].[CH3:1][O:2][C:3]([c:4]1[c:5]([Br:27])[cH:6][c:7]([C:10]2=[N:11][O:12][C:13]([C:15]([F:16])([F:17])[F:18])([c:19]3[cH:20][c:21]([Cl:26])[cH:22][c:23]([Cl:25])[cH:24]3)[CH2:14]2)[cH:8][cH:9]1)=[O:28].[K+:43].[K+:44].[O:45]1[CH2:46][CH2:47][CH2:48][CH2:49]1.[OH2:50].[c:29]1([O:35][B:36]([OH:37])[OH:38])[cH:30][cH:31][cH:32][cH:33][cH:34]1>>[CH3:1][O:2][C:3]([c:4]1[c:5](-[c:29]2[cH:30][cH:31][cH:32][cH:33][cH:34]2)[cH:6][c:7]([C:10]2=[N:11][O:12][C:13]([C:15]([F:16])([F:17])[F:18])([c:19]3[cH:20][c:21]([Cl:26])[cH:22][c:23]([Cl:25])[cH:24]3)[CH2:14]2)[cH:8][cH:9]1)=[O:28]. The reactants are FC=1C=C2C(=C(CC2=CC1)C)CC(=O)OC (methyl 5-fluoro-2-methyl-1H-3-indenylacetate), [H-].[H-].[H-].[H-].[Li+].[Al+3] (LiAlH4). Run in C1CCOC1 (THF). Run at time 1.5 hour. Yields the product FC=1C=C2C(=C(CC2=CC1)C)CCO (5-fluoro-2-methyl-1H-3-indenyl-(2-hydroxy)ethane). The yield is 71.1%. Reaction SMILES: [F:1][C:2]1[CH:3]=[C:4]2[C:8](=[CH:9][CH:10]=1)[CH2:7][C:6]([CH3:11])=[C:5]2[CH2:12][C:13](OC)=[O:14].[H-].[H-].[H-].[H-].[Li+].[Al+3]>C1COCC1>[F:1][C:2]1[CH:3]=[C:4]2[C:8](=[CH:9][CH:10]=1)[CH2:7][C:6]([CH3:11])=[C:5]2[CH2:12][CH2:13][OH:14] |f:1.2.3.4.5.6|. Reported procedure: To a solution of 14b (24 g) in dry THF (300 ml), LiAlH4 (6.9 g) was added in portions. The mixture was stirred at room temperature for 1.5 hours. Excess LiAlH4 (LAH) was destroyed with saturated Na2SO4 solution. The organic phase was concentrated in vacuo, and the crude product was purified via silica gel column chromatography eluting with methylene chloride. The product was recrystallized from hexane to give 5-fluoro-2-methyl-1H-3-indenyl-(2-hydroxy)ethane (15b) (14.9 g, 63% yield): m.p. 65°-66... The reactants are BrCC1=CC(=CC(=C1)CBr)CBr (1,3,5-tris(bromomethyl)benzene), ClC=1N=CNC1Cl (4,5-dichloroimidazole), C1CCOC1 (THF), BrCCC1=CC2=CC=CC=C2C=C1 (2-(bromoethyl)naphthalene), [OH-].[K+] (Potassium hydroxide). The product is [Br-].C1(=CC(=CC(=C1)C[N+]1=CN(C(=C1Cl)Cl)CCC1=CC2=CC=CC=C2C=C1)C[N+]1=CN(C(=C1Cl)Cl)CCC1=CC2=CC=CC=C2C=C1)C[N+]1=CN(C(=C1Cl)Cl)CCC1=CC2=CC=CC=C2C=C1.[Br-].[Br-] (3,3′,3″-(benzene-1,3,5-triyltris(methylene))tris(4,5-dichloro-1-(2-(naphthalen-2-yl)ethyl)-1H-imidazol-3-ium) bromide). As a reaction SMILES: [Cl:1][C:2]1[N:3]=[CH:4][NH:5][C:6]=1[Cl:7].[OH-].[K+].[Br:10][CH2:11][CH2:12][C:13]1[CH:22]=[CH:21][C:20]2[C:15](=[CH:16][CH:17]=[CH:18][CH:19]=2)[CH:14]=1.[Br:23][CH2:24][C:25]1[CH:30]=[C:29]([CH2:31]Br)[CH:28]=[C:27]([CH2:33]Br)[CH:26]=1.[CH2:35]1[CH2:39]O[CH2:37][CH2:36]1>>[Br-:10].[C:29]1([CH2:31][N+:3]2[C:2]([Cl:1])=[C:6]([Cl:7])[N:5]([CH2:11][CH2:12][C:13]3[CH:22]=[CH:21][C:20]4[C:15](=[CH:16][CH:17]=[CH:18][CH:19]=4)[CH:14]=3)[CH:4]=2)[CH:30]=[C:25]([CH2:24][N+:3]2[C:2]([Cl:1])=[C:6]([Cl:7])[N:5]([CH2:11][CH2:12][C:13]3[CH:22]=[CH:21][C:20]4[C:15](=[CH:16][CH:17]=[CH:18][CH:19]=4)[CH:14]=3)[CH:4]=2)[CH:26]=[C:27]([CH2:33][N+:3]2[C:2]([Cl:1])=[C:6]([Cl:7])[N:5]([CH2:37][CH2:36][C:35]3[CH:39]=[CH:37][C:36]4[C:35](=[CH:36][CH:37]=[CH:39][CH:35]=4)[CH:39]=3)[CH:4]=2)[CH:28]=1.[Br-:23].[Br-:10] |f:1.2,6.7.8.9|. Procedure: 4,5-dichloroimidazole (3.00 g, 21.90 mmol) was dissolved in THF and brought to reflux. Potassium hydroxide (2.46 g, 43.80 mmol) was added to the solution and allowed to reflux for 30 min. 2-(bromoethyl)naphthalene (5.15 g, 21.90 mmol) was added to the solution and refluxed for 3 h. Solution was filtered while hot to remove the KBr precipitate and the filtrate was returned to reflux. 1,3,5-tris(bromomethyl)benzene (2.61, 7.30 mmol) was added to the solution and refluxed overnight. The volatiles w...